describe an organic reaction: reactants, conditions, products, and yield From a dataset of the Open Reaction Database (ORD), a public repository of structured organic reaction records. Reactants: COc1ccc(F)cc1OCCN=[N+]=[N-], C1CCOC1, O, c1ccc(P(c2ccccc2)c2ccccc2)cc1. Yields the product COc1ccc(F)cc1OCCN. RXN SMILES: [F:1][c:2]1[cH:3][cH:4][c:5]([O:14][CH3:15])[c:6]([O:7][CH2:8][CH2:9][N:10]=[N+:11]=[N-:12])[cH:13]1.[O:35]1[CH2:36][CH2:37][CH2:38][CH2:39]1.[OH2:40].[c:16]1([P:17]([c:18]2[cH:19][cH:20][cH:21][cH:22][cH:23]2)[c:24]2[cH:25][cH:26][cH:27][cH:28][cH:29]2)[cH:30][cH:31][cH:32][cH:33][cH:34]1>>[F:1][c:2]1[cH:3][cH:4][c:5]([O:14][CH3:15])[c:6]([O:7][CH2:8][CH2:9][NH2:10])[cH:13]1. Reactants: COCC(=O)Cl, CC(=O)OC1CC(N2C(=O)c3cccc(N)c3C2=O)C(=O)NC1=O, C1CCOC1. Reaction SMILES: [CH3:25][O:26][CH2:27][C:28](=[O:29])[Cl:30].[NH2:1][c:2]1[c:3]2[c:7]([cH:8][cH:9][cH:10]1)[C:6](=[O:11])[N:5]([CH:12]1[C:13](=[O:23])[NH:14][C:15](=[O:22])[CH:16]([O:18][C:19]([CH3:20])=[O:21])[CH2:17]1)[C:4]2=[O:24].[O:31]1[CH2:32][CH2:33][CH2:34][CH2:35]1>>[NH:1]([c:2]1[c:3]2[c:7]([cH:8][cH:9][cH:10]1)[C:6](=[O:11])[N:5]([CH:12]1[C:13](=[O:23])[NH:14][C:15](=[O:22])[CH:16]([O:18][C:19]([CH3:20])=[O:21])[CH2:17]1)[C:4]2=[O:24])[C:28]([CH2:27][O:26][CH3:25])=[O:29]. Yields the product COCC(=O)Nc1cccc2c1C(=O)N(C1CC(OC(C)=O)C(=O)NC1=O)C2=O. Reaction SMILES: [C:1]([C:5]1[C:6]([O:12][S:13]([C:16]2[CH:21]=[CH:20][C:19]([CH3:22])=[CH:18][CH:17]=2)(=[O:15])=[O:14])=[N:7][NH:8][C:9]=1[CH2:10][OH:11])([CH3:4])([CH3:3])[CH3:2].OCC1NN=C(OCC2N(C)N=CN=2)C=1C1C=CC=CC=1>>[C:1]([C:5]1[C:6]([O:12][S:13]([C:16]2[CH:21]=[CH:20][C:19]([CH3:22])=[CH:18][CH:17]=2)(=[O:15])=[O:14])=[N:7][NH:8][C:9]=1[CH:10]=[O:11])([CH3:4])([CH3:3])[CH3:2]. The product is C(C)(C)(C)C=1C(=NNC1C=O)OS(=O)(=O)C1=CC=C(C=C1)C (4-tert-Butyl-5-formyl-3-(p-toluenesulfonyloxy)pyrazole). Reported procedure: This compound was prepared by the procedure described in Example 1, step d) using the product from Example 21, step c) instead of 5-hydroxymethyl-3-(2-methyl-2H-[1,2,4]triazol-3-ylmethoxy)-4-phenylpyrazole. Data for the title compound: 1H NMR (400 MHz, DMSO) δ 1.33+1.39 (9H, s+s) (tautomers present), 2.44 (3H, m), 6.55 (0.6H, m) (proton due to presence of aldehyde hydrate), 7.49-7.53 (2H, m), 7.79-7.98 (2H, m), 10.03 (0.2H, s) (tautomers present), 13.68 (0.2H, s); MS (ES+) m/e 323 [MH]+. Reactants: C(C)(C)(C)C=1C(=NNC1CO)OS(=O)(=O)C1=CC=C(C=C1)C (4-tert-Butyl-5-hydroxymethyl-3-(p-toluenesulfonyloxy)pyrazole), OCC1=C(C(=NN1)OCC=1N(N=CN1)C)C1=CC=CC=C1 (5-hydroxymethyl-3-(2-methyl-2H-[1,2,4]triazol-3-ylmethoxy)-4-phenylpyrazole). Starting materials: C1N(CC2C1CNC2)C2=NC1=CC=CC=C1N=C2 (2-(Hexahydro-pyrrolo[3,4-c]pyrrol-2-yl)-quinoxaline), C(C)C1=C(C(=O)O)C=CC=C1 (2-ethylbenzoic acid). The product is C(C)C1=C(C=CC=C1)C(=O)N1CC2C(C1)CN(C2)C2=NC1=CC=CC=C1N=C2 (2-{5-[(2-Ethylphenyl)carbonyl]hexahydropyrrolo[3,4-c]pyrrol-2(1H)-yl}quinoxaline). RXN SMILES: [CH2:1]1[CH:5]2[CH2:6][NH:7][CH2:8][CH:4]2[CH2:3][N:2]1[C:9]1[CH:18]=[N:17][C:16]2[C:11](=[CH:12][CH:13]=[CH:14][CH:15]=2)[N:10]=1.[CH2:19]([C:21]1[CH:29]=[CH:28][CH:27]=[CH:26][C:22]=1[C:23](O)=[O:24])[CH3:20]>>[CH2:19]([C:21]1[CH:29]=[CH:28][CH:27]=[CH:26][C:22]=1[C:23]([N:7]1[CH2:6][CH:5]2[CH2:1][N:2]([C:9]3[CH:18]=[N:17][C:16]4[C:11](=[CH:12][CH:13]=[CH:14][CH:15]=4)[N:10]=3)[CH2:3][CH:4]2[CH2:8]1)=[O:24])[CH3:20]. Procedure: The title compound was prepared in a manner analogous to Example 15 utilizing Intermediate 35 and 2-ethylbenzoic acid. MS (ESI) mass calcd. for C23H24N4O, 372.46; m/z found, 373.2 [M+H]+. The reactants are Cl.N1=CC(=CC=C1)CC1=CC2=CC=C(C=C2C=C1)C(=O)OC (methyl 2-(3-pyridylmethyl)naphthalene-6-carboxylate hydrochloride). Solvent: Cl (hydrochloric acid). Yields the product Cl.N1=CC(=CC=C1)CC1=CC2=CC=C(C=C2C=C1)C(=O)O (2-(3-pyridylmethyl)naphthalene-6-carboxylic acid hydrochloride). Reaction SMILES: [ClH:1].[N:2]1[CH:7]=[CH:6][CH:5]=[C:4]([CH2:8][C:9]2[CH:18]=[CH:17][C:16]3[C:11](=[CH:12][CH:13]=[C:14]([C:19]([O:21]C)=[O:20])[CH:15]=3)[CH:10]=2)[CH:3]=1>Cl>[ClH:1].[N:2]1[CH:7]=[CH:6][CH:5]=[C:4]([CH2:8][C:9]2[CH:18]=[CH:17][C:16]3[C:11](=[CH:12][CH:13]=[C:14]([C:19]([OH:21])=[O:20])[CH:15]=3)[CH:10]=2)[CH:3]=1 |f:0.1,3.4|. Procedure: A solution of 205 mg of methyl 2-(3-pyridylmethyl)naphthalene-6-carboxylate hydrochloride in 15 ml of 6N hydrochloric acid was refluxed for 18 hours. The solution was cooled to room temperature and the precipitate filtered off, washed with cold 6N hydrochloric acid followed by acetone and air dried to give 2-(3-pyridylmethyl)naphthalene-6-carboxylic acid hydrochloride, m.p. 265°-270° C. Reactants: Cc1ccccc1, Oc1ncnn2cc(-c3ccnc(N4CCOCC4)c3)cc12, CN(C)C=O, O=P(Cl)(Cl)Cl. As a reaction SMILES: [CH3:33][c:34]1[cH:35][cH:36][cH:37][cH:38][cH:39]1.[O:1]1[CH2:2][CH2:3][N:4]([c:7]2[n:8][cH:9][cH:10][c:11](-[c:13]3[cH:14][c:15]4[c:16]([OH:22])[n:17][cH:18][n:19][n:20]4[cH:21]3)[cH:12]2)[CH2:5][CH2:6]1.[O:23]=[CH:24][N:25]([CH3:26])[CH3:27].[P:28]([Cl:29])([Cl:30])([Cl:31])=[O:32]>>[O:1]1[CH2:2][CH2:3][N:4]([c:7]2[n:8][cH:9][cH:10][c:11](-[c:13]3[cH:14][c:15]4[c:16]([Cl:30])[n:17][cH:18][n:19][n:20]4[cH:21]3)[cH:12]2)[CH2:5][CH2:6]1. Yields the product Clc1ncnn2cc(-c3ccnc(N4CCOCC4)c3)cc12. The reactants are Brc1ccccn1, C1CCOC1, CCCCCC, CC(=O)Nc1ccc(C=O)cc1, [Li]CCCC, O. Yields the product CC(=O)Nc1ccc(C(O)c2ccccn2)cc1. RXN SMILES: [Br:6][c:7]1[cH:8][cH:9][cH:10][cH:11][n:12]1.[CH2:32]1[O:33][CH2:34][CH2:35][CH2:36]1.[CH3:26][CH2:27][CH2:28][CH2:29][CH2:30][CH3:31].[CH:13](=[O:14])[c:15]1[cH:16][cH:17][c:18]([NH:21][C:22]([CH3:23])=[O:24])[cH:19][cH:20]1.[Li:1][CH2:2][CH2:3][CH2:4][CH3:5].[OH2:25]>>[c:7]1([CH:13]([OH:14])[c:15]2[cH:16][cH:17][c:18]([NH:21][C:22]([CH3:23])=[O:24])[cH:19][cH:20]2)[cH:8][cH:9][cH:10][cH:11][n:12]1.